From a dataset of the Open Reaction Database (ORD), a public repository of structured organic reaction records. describe an organic reaction: reactants, conditions, products, and yield Starting materials: C(C)(C)(C)OC(=O)N1C[C@@H](CC1)O ((R)-3-hydroxy-pyrrolidine-1-carboxylic acid tert-butyl ester), C1=CC(=CC=C1COC(=O)/N=N\C(=O)OCC2=CC=C(C=C2)Cl)Cl (di-(4-chlorobenzyl)azodicarboxylate), C1(=CC=CC=C1)P(C1=CC=CC=C1)C1=CC=CC=C1 (triphenylphosphine), BrC=1C=C(C=NC1)O (5-bromopyridin-3-ol). Reported procedure: In analogy to the procedure described for the preparation of intermediate A-7, 5-bromopyridin-3-ol was reacted with (R)-3-hydroxy-pyrrolidine-1-carboxylic acid tert-butyl ester in presence of di-(4-chlorobenzyl)azodicarboxylate and triphenylphosphine to give the title compound as a colorless oil. MS: 343.1 and 345.1 (M+H+). Reaction SMILES: [Br:1][C:2]1[CH:3]=[C:4]([OH:8])[CH:5]=[N:6][CH:7]=1.[C:9]([O:13][C:14]([N:16]1[CH2:20][CH2:19][C@@H:18](O)[CH2:17]1)=[O:15])([CH3:12])([CH3:11])[CH3:10].C1C(COC(/N=N\C(OCC2C=CC(Cl)=CC=2)=O)=O)=CC=C(Cl)C=1.C1(P(C2C=CC=CC=2)C2C=CC=CC=2)C=CC=CC=1>>[C:9]([O:13][C:14]([N:16]1[CH2:20][CH2:19][C@H:18]([O:8][C:4]2[CH:5]=[N:6][CH:7]=[C:2]([Br:1])[CH:3]=2)[CH2:17]1)=[O:15])([CH3:12])([CH3:10])[CH3:11]. The product is C(C)(C)(C)OC(=O)N1C[C@H](CC1)OC=1C=NC=C(C1)Br ((S)-3-(5-Bromo-pyridin-3-yloxy)-pyrrolidine-1-carboxylic acid tert-butyl ester). Reactants: [OH-].[Na+] (sodium hydroxide), CC1=CC=CC(=N1)C=O (6-methylpyridine-2-carboxaldehyde), C(#N)[BH3-].[Na+] (sodium cyanoborohydride), C(CC)N(C1=CC=C(C=C1)NC(C1=CC=C(C=C1)CNCC=1NC=CN1)=O)CCC (N-(4-dipropylamino-phenyl)-4-{[(1H-imidazol-2-ylmethyl)amino]methyl}-benzamide). Solvent: CO (methanol), C(C)(=O)O (acetic acid). Reaction conditions: time 14 hour. Yields the product C(CC)N(CCC)CC1=CC=C(C=C1)NC(C1=CC=C(C=C1)CN(CC1=NC(=CC=C1)C)CC=1NC=CN1)=O (N-(4-dipropylaminomethylphenyl)-4-{[(1H-imidazol-2-ylmethyl)-(6-methylpyridin-2-ylmethyl)-amino]-methyl}-benzamide). As a reaction SMILES: C(N(CCC)[C:5]1[CH:10]=[CH:9][C:8]([NH:11][C:12](=[O:27])[C:13]2[CH:18]=[CH:17][C:16]([CH2:19][NH:20][CH2:21][C:22]3[NH:23][CH:24]=[CH:25][N:26]=3)=[CH:15][CH:14]=2)=[CH:7][CH:6]=1)CC.[CH3:31][C:32]1[N:37]=[C:36]([CH:38]=O)[CH:35]=[CH:34][CH:33]=1.[C:40]([BH3-])#[N:41].[Na+].[OH-].[Na+]>CO.C(O)(=O)C>[CH2:6]([N:41]([CH2:40][C:5]1[CH:6]=[CH:7][C:8]([NH:11][C:12](=[O:27])[C:13]2[CH:14]=[CH:15][C:16]([CH2:19][N:20]([CH2:21][C:22]3[NH:26][CH:25]=[CH:24][N:23]=3)[CH2:38][C:36]3[CH:35]=[CH:34][CH:33]=[C:32]([CH3:31])[N:37]=3)=[CH:17][CH:18]=2)=[CH:9][CH:10]=1)[CH2:7][CH2:8][CH3:9])[CH2:5][CH3:10] |f:2.3,4.5|. Procedure details: The compound (104.9 mg) obtained in Example 47-3 was dissolved in methanol (3.2 ml) and then added with 6-methylpyridine-2-carboxaldehyde (36.3 mg) and sodium cyanoborohydride (31.4 mg). Then, the solution was adjusted to pH 5 with acetic acid and then stirred at room temperature for 14 hours. After completion of the reaction, a 1 mol/l sodium hydroxide aqueous solution was added to the reaction solution, followed by separation/extraction with chloroform. The organic layer was dried with anhydro... The reactants are BrB(Br)Br, COc1cc(C)c(CC#N)cc1C, ClCCl. Yields the product Cc1cc(CC#N)c(C)cc1O. Reaction SMILES: [B:14]([Br:15])([Br:16])[Br:17].[CH3:1][O:2][c:3]1[cH:4][c:5]([CH3:13])[c:6]([CH2:10][C:11]#[N:12])[cH:7][c:8]1[CH3:9].[Cl:18][CH2:19][Cl:20]>>[OH:2][c:3]1[cH:4][c:5]([CH3:13])[c:6]([CH2:10][C:11]#[N:12])[cH:7][c:8]1[CH3:9]. Reactants: COC(=O)COc1cccc2c1c(C(=O)C(N)=O)c(C)n2Cc1cccc(-c2ccccc2)c1, CO, [Na+], [Na], [OH-]. Yields the product Cc1c(C(=O)C(N)=O)c2c(OCC(=O)O)cccc2n1Cc1cccc(-c2ccccc2)c1. As a reaction SMILES: [CH3:1][O:2][C:3]([CH2:4][O:5][c:6]1[c:7]2[c:8]([C:29]([C:30](=[O:31])[NH2:32])=[O:33])[c:9]([CH3:28])[n:10]([CH2:15][c:16]3[cH:17][c:18](-[c:22]4[cH:23][cH:24][cH:25][cH:26][cH:27]4)[cH:19][cH:20][cH:21]3)[c:11]2[cH:12][cH:13][cH:14]1)=[O:34].[CH3:35][OH:36].[Na+:39].[Na:37].[OH-:38]>>[O:2]=[C:3]([CH2:4][O:5][c:6]1[c:7]2[c:8]([C:29]([C:30](=[O:31])[NH2:32])=[O:33])[c:9]([CH3:28])[n:10]([CH2:15][c:16]3[cH:17][c:18](-[c:22]4[cH:23][cH:24][cH:25][cH:26][cH:27]4)[cH:19][cH:20][cH:21]3)[c:11]2[cH:12][cH:13][cH:14]1)[OH:34].